From a dataset of the Open Reaction Database (ORD), a public repository of structured organic reaction records. describe an organic reaction: reactants, conditions, products, and yield Reactants: CO, ClCc1ccccc1, O, c1ccccc1. The product is COCc1ccccc1. As a reaction SMILES: [CH3:9][OH:10].[Cl:1][CH2:2][c:3]1[cH:4][cH:5][cH:6][cH:7][cH:8]1.[OH2:11].[cH:12]1[cH:13][cH:14][cH:15][cH:16][cH:17]1>>[CH2:2]([c:3]1[cH:4][cH:5][cH:6][cH:7][cH:8]1)[O:10][CH3:9].